Dataset: the Open Reaction Database (ORD), a public repository of structured organic reaction records. Task: describe an organic reaction: reactants, conditions, products, and yield Starting materials: CNN (Methyl hydrazine), C(C)(C)(C)OC(=O)N1C[C@H](CC1)ON1C(C2=CC=CC=C2C1=O)=O ((S)-3-(1,3-dioxo-1,3-dihydro-isoindol-2-yloxy)-pyrrolidine-1-carboxylic acid tert-butyl ester). Run in C(Cl)Cl (DCM). Run at time 1 hour. The product is C(C)(C)(C)OC(=O)N1C[C@H](CC1)ON ((S)-3-Aminooxy-pyrrolidine-1-carboxylic acid tert-butylester). The yield is 98.9%. As a reaction SMILES: CNN.[C:4]([O:8][C:9]([N:11]1[CH2:15][CH2:14][C@H:13]([O:16][N:17]2C(=O)C3C(=CC=CC=3)C2=O)[CH2:12]1)=[O:10])([CH3:7])([CH3:6])[CH3:5]>C(Cl)Cl>[C:4]([O:8][C:9]([N:11]1[CH2:15][CH2:14][C@H:13]([O:16][NH2:17])[CH2:12]1)=[O:10])([CH3:7])([CH3:5])[CH3:6]. Procedure: Methyl hydrazine (0.23 mL, 4.40 mmol) was added dropwise over 5 minutes to a solution of (S)-3-(1,3-dioxo-1,3-dihydro-isoindol-2-yloxy)-pyrrolidine-1-carboxylic acid tert-butyl ester (1.43 g, 4.3 mmol) in DCM (12 mL). The mixture was stirred at ambient temperature for 1 hour then evaporated. The resultant residue was suspended in diethyl ether (10 mL) and the solid was filtered. The filtrate was concentrated to provide the title compound as a colourless oil (0.86 g, 99%). 1H NMR (CDCl3, 400 MHz)... Run in CC(C)O (iPrOH). Reaction SMILES: Cl[C:2]1[C:7]([C:8]2[CH:9]=[N:10][CH:11]=[C:12]([F:14])[CH:13]=2)=[CH:6][C:5]([C:15]([NH:17][C:18]2[CH:23]=[CH:22][C:21]([O:24][C:25]([Cl:28])([F:27])[F:26])=[CH:20][CH:19]=2)=[O:16])=[CH:4][N:3]=1.CCN(C(C)C)C(C)C.Cl.Cl.[NH2:40][CH2:41][CH:42]1[CH2:46][NH:45][CH2:44][CH:43]1[OH:47].C([O-])([O-])=O.[Na+].[Na+]>CC(O)C>[NH2:40][CH2:41][CH:42]1[CH:43]([OH:47])[CH2:44][N:45]([C:2]2[C:7]([C:8]3[CH:9]=[N:10][CH:11]=[C:12]([F:14])[CH:13]=3)=[CH:6][C:5]([C:15]([NH:17][C:18]3[CH:19]=[CH:20][C:21]([O:24][C:25]([Cl:28])([F:26])[F:27])=[CH:22][CH:23]=3)=[O:16])=[CH:4][N:3]=2)[CH2:46]1 |f:2.3.4,5.6.7|. Yields the product NCC1CN(CC1O)C1=NC=C(C=C1C=1C=NC=C(C1)F)C(=O)NC1=CC=C(C=C1)OC(F)(F)Cl (2-(3-(Aminomethyl)-4-hydroxypyrrolidin-1-yl)-N-(4-(chlorodifluoromethoxy)phenyl)-5′-fluoro-[3,3′-bipyridine]-5-carboxamide). Procedure: 2-Chloro-N-(4-(chlorodifluoromethoxy)phenyl)-5′-fluoro-[3,3′-bipyridine]-5-carboxamide (Stage 266.1, 80 mg, 0.183 mmol) and DIPEA (0.224 mL, 1.282 mmol) were added to a vial containing iPrOH (2 mL) and 4-(aminomethyl)pyrrolidin-3-ol dihydrochloride (Stage 267.1, 37.1 mg, 0.192 mmol) was added under an argon atmosphere. The RM was stirred at 80° C. for 3 days. The RM was treated with sat. aq. Na2CO3 (20 mL) and extracted with EtOAc. The combined extracts were washed with brine (10 mL), dried over... The reactants are Cl.Cl.NCC1C(CNC1)O (4-(aminomethyl)pyrrolidin-3-ol dihydrochloride), C(=O)([O-])[O-].[Na+].[Na+] (Na2CO3), ClC1=NC=C(C=C1C=1C=NC=C(C1)F)C(=O)NC1=CC=C(C=C1)OC(F)(F)Cl (2-Chloro-N-(4-(chlorodifluoromethoxy)phenyl)-5′-fluoro-[3,3′-bipyridine]-5-carboxamide), CCN(C(C)C)C(C)C (DIPEA). Reaction conditions: temperature 80 celsius, time 3 day. Starting materials: ice, [NH4+].[OH-] (NH4OH), COP(OC)(=O)C(C=1SC=CC1)N(C(=O)OCC)CC(OC)OC ({[(2,2-Dimethoxy-ethyl)-ethoxycarbonyl-amino]-thiophen-2-yl-methyl}-phosphonic acid dimethyl ester). The reagents and catalysts are [Ti](Cl)(Cl)(Cl)Cl (Titanium (IV) chloride). Solvent: C(Cl)Cl (CH2Cl2). Conditions: temperature 40 celsius. Yields the product S1C=CC=2C1=CN=CC2 (Thieno[2,3-c]pyridine). RXN SMILES: COP([CH:7]([N:13]([CH2:19][CH:20](OC)OC)C(OCC)=O)[C:8]1[S:9][CH:10]=[CH:11][CH:12]=1)(=O)OC.[NH4+].[OH-]>C(Cl)Cl.[Ti](Cl)(Cl)(Cl)Cl>[S:9]1[C:8]2=[CH:7][N:13]=[CH:19][CH:20]=[C:12]2[CH:11]=[CH:10]1 |f:1.2|. Reported procedure: The material from Step ii (23.5 g, 61.6 mmol), was dissolved in 100 mL CH2Cl2. The three neck flask was fitted with a reflux condenser and internal thermometer under N2 atmosphere. The flask was evacuated and purged with nitrogen. Titanium (IV) chloride (40 mL, 369 mmol) was added to the reaction slowly. The reaction temperature was maintained at around 40° C. After about 15 mL were added, the reaction was placed in an ice bath to control the temperature. The reaction was allowed to gradually wa... Starting materials: C(#N)C(=O)OCC (ethyl cyanoformate), C(C1=CC=CC=C1)N1N=C2C=CC3=C(C2=C1)CCC3=O (2-benzyl-7,8-dihydrocyclopenta[e]indazol-6(2H)-one), solution, C[Si](C)(C)[N-][Si](C)(C)C.[Li+] (lithium bis(trimethylsilyl)amide). Run in C1CCOC1 (THF), C1CCOC1 (THF). Conditions: temperature -70 celsius. The product is C(C1=CC=CC=C1)N1N=C2C=CC3=C(C2=C1)CC(C3=O)C(=O)OCC (ethyl 2-benzyl-6-oxo-2,6,7,8-tetrahydrocyclopenta[e]indazole-7-carboxylate). RXN SMILES: [CH2:1]([N:8]1[CH:16]=[C:15]2[C:10]([CH:11]=[CH:12][C:13]3[C:19](=[O:20])[CH2:18][CH2:17][C:14]=32)=[N:9]1)[C:2]1[CH:7]=[CH:6][CH:5]=[CH:4][CH:3]=1.C[Si]([N-][Si](C)(C)C)(C)C.[Li+].C([C:33]([O:35][CH2:36][CH3:37])=[O:34])#N>C1COCC1>[CH2:1]([N:8]1[CH:16]=[C:15]2[C:10]([CH:11]=[CH:12][C:13]3[C:19](=[O:20])[CH:18]([C:33]([O:35][CH2:36][CH3:37])=[O:34])[CH2:17][C:14]=32)=[N:9]1)[C:2]1[CH:3]=[CH:4][CH:5]=[CH:6][CH:7]=1 |f:1.2|. Reported procedure: A stirred suspension of 2-benzyl-7,8-dihydrocyclopenta[e]indazol-6(2H)-one (10.3 g, 39.3 mmol) in 180 mL of THF was cooled to −70° C. and a 1.0M solution of lithium bis(trimethylsilyl)amide in THF (86 mL, 86 mmol) was added dropwise during 20 minutes. The reaction mixture was allowed to warm to −33° C. during approximately 1 hour giving a reddish brown solution. The solution was re-cooled to −65° C. and ethyl cyanoformate (5.9 mL, 60 mmol) was added during 1 minute. The reaction mixture was allo... The reactants are CO, N#CCc1cccc(CCl)n1, NC(N)=S. Product: N#CCc1cccc(CSC(=N)N)n1, Cl. As a reaction SMILES: [CH3:16][OH:17].[Cl:1][CH2:2][c:3]1[cH:4][cH:5][cH:6][c:7]([CH2:9][C:10]#[N:11])[n:8]1.[NH2:12][C:13]([NH2:14])=[S:15]>>[CH2:2]([c:3]1[cH:4][cH:5][cH:6][c:7]([CH2:9][C:10]#[N:11])[n:8]1)[S:15][C:13](=[NH:12])[NH2:14].[ClH:1]. Yield: 85.5%. Procedure details: To a solution of 5.00 g (36.3 mmol) of tetrahydro-2H-pyran-4-yl-amine hydrochloride (CAS 38041-19-9) in 300 ml of dichloromethane, cooled to −15° C. are added portionwise 13.2 g (65.4 mmol) of 4-nitrophenyl chloroformate (CAS 7693-46-1) and then 12.7 ml (72.7 mmol) of diisopropylethylamine. Stirring is continued at −0° C. for 2 hours, and 20 ml of saturated aqueous sodium hydrogen carbonate solution are then added. The organic phase is separated out by settling and dried over sodium sulfate and ... Reactants: C(O)([O-])=O.[Na+] (sodium hydrogen carbonate), Cl.O1CCC(CC1)N (tetrahydro-2H-pyran-4-yl-amine hydrochloride), C(C)(C)N(CC)C(C)C (diisopropylethylamine), ClC(=O)OC1=CC=C(C=C1)[N+](=O)[O-] (4-nitrophenyl chloroformate). RXN SMILES: Cl.[O:2]1[CH2:7][CH2:6][CH:5]([NH2:8])[CH2:4][CH2:3]1.Cl[C:10]([O:12][C:13]1[CH:18]=[CH:17][C:16]([N+:19]([O-:21])=[O:20])=[CH:15][CH:14]=1)=[O:11].C(N(C(C)C)CC)(C)C.C(=O)([O-])O.[Na+]>ClCCl>[O:2]1[CH2:7][CH2:6][CH:5]([NH:8][C:10](=[O:11])[O:12][C:13]2[CH:14]=[CH:15][C:16]([N+:19]([O-:21])=[O:20])=[CH:17][CH:18]=2)[CH2:4][CH2:3]1 |f:0.1,4.5|. Conditions: time 2 hour. Solvent: ClCCl (dichloromethane). Product: O1CCC(CC1)NC(OC1=CC=C(C=C1)[N+](=O)[O-])=O (4-nitrophenyl tetrahydro-2H-pyran-4-ylcarbamate). Reactants: ( m ), ( s ), ( w ), ( m ), ( w ), COC=1C(C=2CC=CC(C2C(C1)=O)C)=O (5,8-dihydro-2-methoxy-5-methylnaphthalene-1,4-dione), ( m ), ( s ), ( m ), ( s ), ( s ), [K+].[Br-] (KBr), ( w ), ( w ). Reagents/catalysts: O=[Mn]=O (MnO2). Solvent: C(Cl)(Cl)Cl (CHCl3). Yields the product COC=1C(C2=CC=CC(=C2C(C1)=O)C)=O (2-Methoxy-5-methylnaphthalene-1,4-dione). Isolated yield 1695.6%. Reaction SMILES: [CH3:1][O:2][C:3]1[C:4](=[O:15])[C:5]2[CH2:6][CH:7]=[CH:8][CH:9]([CH3:14])[C:10]=2[C:11](=[O:13])[CH:12]=1.[K+].[Br-]>C(Cl)(Cl)Cl.O=[Mn]=O>[CH3:1][O:2][C:3]1[C:4](=[O:15])[C:5]2[C:10]([C:11](=[O:13])[CH:12]=1)=[C:9]([CH3:14])[CH:8]=[CH:7][CH:6]=2 |f:1.2|. Procedure details: To a solution of 5,8-dihydro-2-methoxy-5-methylnaphthalene-1,4-dione (100 mg, 490 μmol) in CHCl3 (5 mL), there was added MnO2 (213 mg, 2.45 mmol, Fluka). The stirred suspension was heated at reflux for 45 min (progress of the reaction may best be monitored by 1H NMR since TLC gives ambiguous results). The reaction was allowed to cool to rt and was filtered through a pad of Celite (the pad was washed with CHCl3 (3×3 mL)). Solvent removal yielded a yellow powder (99 mg, 100%, pure by TLC and 1H NM... Solvent: C(C)O (ethanol). Product: Cl.Cl.ClC1=C(CN(CCCOC=2C=C(C=CC2)NC2CCCC2)CC(C2=CC=CC=C2)C2=CC=CC=C2)C=CC=C1C(F)(F)F ((3-{3-[(2-Chloro-3-trifluoromethyl-benzyl)-(2,2-diphenyl-ethyl)-amino]-propoxy}-phenyl)-cyclopentyl-amine dihydrochloride salt). Reaction SMILES: [ClH:1].Cl.[Cl:3][C:4]1[C:36]([C:37]([F:40])([F:39])[F:38])=[CH:35][CH:34]=[CH:33][C:5]=1[CH2:6][N:7]([CH2:19][CH:20]([C:27]1[CH:32]=[CH:31][CH:30]=[CH:29][CH:28]=1)[C:21]1[CH:26]=[CH:25][CH:24]=[CH:23][CH:22]=1)[CH2:8][CH2:9][CH2:10][O:11][C:12]1[CH:13]=[C:14]([NH2:18])[CH:15]=[CH:16][CH:17]=1.[C:41]1(=O)[CH2:45][CH2:44][CH2:43][CH2:42]1.C([BH3-])#N.[Na+]>C(O)C>[ClH:3].[ClH:1].[Cl:3][C:4]1[C:36]([C:37]([F:38])([F:39])[F:40])=[CH:35][CH:34]=[CH:33][C:5]=1[CH2:6][N:7]([CH2:19][CH:20]([C:21]1[CH:26]=[CH:25][CH:24]=[CH:23][CH:22]=1)[C:27]1[CH:28]=[CH:29][CH:30]=[CH:31][CH:32]=1)[CH2:8][CH2:9][CH2:10][O:11][C:12]1[CH:13]=[C:14]([NH:18][CH:41]2[CH2:45][CH2:44][CH2:43][CH2:42]2)[CH:15]=[CH:16][CH:17]=1 |f:0.1.2,4.5,7.8.9|. Reactants: C1(CCCC1)=O (cyclopentanone), C(#N)[BH3-].[Na+] (sodium cyanoborohydride), Cl.Cl.ClC1=C(CN(CCCOC=2C=C(C=CC2)N)CC(C2=CC=CC=C2)C2=CC=CC=C2)C=CC=C1C(F)(F)F (3-{3-[(2-Chloro-3-trifluoromethyl-benzyl)-diphenylethyl-amino]-propoxy}-phenylamine dihydrochloride). Reaction conditions: time 8 hour. Procedure: (3-{3-[(2-Chloro-3-trifluoromethyl-benzyl)-diphenylethyl-amino]-propoxy}-phenylamine dihydrochloride (53 mg, 0.086 mmol) was diluted with absolute ethanol (3 mL). Next, both cyclopentanone (7.2 mg, 0.086 mmol) and sodium cyanoborohydride (19.2 mg, 0.3 mmol) were added to the solution. The reaction mixture was stirred at room temperature overnight and concentrated under a stream of argon. Water was added and the reaction mixture was extracted with ethyl acetate. The crude amine was purified by pr... Reactants: [BH4-], Cc1ccc(C=O)cc1, CCO, NC(CO)Cc1ccccc1, [Na+]. Reaction SMILES: [BH4-:21].[CH3:12][c:13]1[cH:14][cH:15][c:16]([CH:17]=[O:18])[cH:19][cH:20]1.[CH3:23][CH2:24][OH:25].[NH2:1][CH:2]([CH2:3][c:4]1[cH:5][cH:6][cH:7][cH:8][cH:9]1)[CH2:10][OH:11].[Na+:22]>>[NH:1]([CH:2]([CH2:3][c:4]1[cH:5][cH:6][cH:7][cH:8][cH:9]1)[CH2:10][OH:11])[CH2:17][c:16]1[cH:15][cH:14][c:13]([CH3:12])[cH:20][cH:19]1. Yields the product Cc1ccc(CNC(CO)Cc2ccccc2)cc1. Starting materials: COC(=O)C(Br)c1cccc(Br)n1, [K+], CC(=O)[O-], CN(C)C=O, O. Product: COC(=O)C(OC(C)=O)c1cccc(Br)n1. Reaction SMILES: [Br:1][CH:2]([C:3](=[O:4])[O:5][CH3:6])[c:7]1[n:8][c:9]([Br:13])[cH:10][cH:11][cH:12]1.[K+:18].[O-:14][C:15](=[O:16])[CH3:17].[O:19]=[CH:20][N:21]([CH3:22])[CH3:23].[OH2:24]>>[CH:2]([C:3](=[O:4])[O:5][CH3:6])([c:7]1[n:8][c:9]([Br:13])[cH:10][cH:11][cH:12]1)[O:16][C:15](=[O:14])[CH3:17].